Dataset: the Open Reaction Database (ORD), a public repository of structured organic reaction records. Task: describe an organic reaction: reactants, conditions, products, and yield Reactants: [BH4-].[Na+] (sodium borohydride), CN(C(C1=CC=CC=C1)=O)C (N,N-dimethyl benzamide), S(O)(O)(=O)=O (sulfuric acid), CCOCCOCCO (ethyl carbitol). The solvent is C=1(C(=CC=CC1)C)C (xylene), C=1(C(=CC=CC1)C)C (xylene). Run at temperature 120 celsius, time 1 hour. Product: CN(C)CC1=CC=CC=C1 (N,N-dimethylbenzylamine), C(C1=CC=CC=C1)O (benzyl alcohol). RXN SMILES: CCOCCOCCO.[BH4-].[Na+].[CH3:12][N:13]([CH3:22])[C:14](=[O:21])[C:15]1[CH:20]=[CH:19][CH:18]=[CH:17][CH:16]=1.S(=O)(=O)(O)O>C1(C)C(C)=CC=CC=1>[CH3:12][N:13]([CH2:14][C:15]1[CH:20]=[CH:19][CH:18]=[CH:17][CH:16]=1)[CH3:22].[CH2:14]([OH:21])[C:15]1[CH:20]=[CH:19][CH:18]=[CH:17][CH:16]=1 |f:1.2|. Reported procedure: 10.7 g (0.08 mole) of ethyl carbitol was added dropwise to a mixture consisting of 1.5 g (0.04 mole) of sodium borohydride and 15 ml of xylene at 120° C. for 1.5 hours. The mixture was agitated at 120° C. for one hour. A mixture consisting of 3 g (0.02 mole) of N,N-dimethyl benzamide and 10 ml of xylene was added dropwise to the mixture over 0.5 hours. Subsequently, the resulting mixture was agitated at 120° C. for 20 hours. After cooling to room temperature, the mixture was neutralized with dil... Starting materials: O (water), [H-].[Na+] (NaH), CC1(OB(OC1(C)C)C1=CC=C(C=C1)O)C (4-(4,4,5,5-tetramethyl-1,3,2-dioxaborolan-2-yl)phenol), C(OC)Cl (MOMCl). Product: COCOC1=CC=C(C=C1)B1OC(C(O1)(C)C)(C)C (2-[4-(Methoxymethoxy)phenyl]-4,4,5,5-tetramethyl-1,3,2-dioxaborolane). As a reaction SMILES: [H-].[Na+].[CH3:3][C:4]1([CH3:18])[C:8]([CH3:10])([CH3:9])[O:7][B:6]([C:11]2[CH:16]=[CH:15][C:14]([OH:17])=[CH:13][CH:12]=2)[O:5]1.[CH2:19](Cl)[O:20][CH3:21].O>CN(C=O)C>[CH3:19][O:20][CH2:21][O:17][C:14]1[CH:15]=[CH:16][C:11]([B:6]2[O:5][C:4]([CH3:18])([CH3:3])[C:8]([CH3:9])([CH3:10])[O:7]2)=[CH:12][CH:13]=1 |f:0.1|. Reported procedure: NaH (60% in oil, 4.00 g) was added portionwise at 0° C. to a solution of 4-(4,4,5,5-tetramethyl-1,3,2-dioxaborolan-2-yl)phenol (11.00 g) in DMF (125 mL). After stirring for 10 min, MOMCl (7.60 mL) was added dropwise, and the mixture was stirred for 1 h. The reaction mixture was poured into water and extracted with AcOEt. The extract was washed with water and brine, dried over MgSO4, and concentrated under reduced pressure. The residue was purified by silica gel column chromatography (hexane/AcOE... Run at time 10 minute. Solvent: CN(C)C=O (DMF). Reactants: ON=C(C1=CN=CC=C1)N (N′-hydroxynicotinimidamide), FC1=C(C(=O)O)C=C(C(=C1)F)F (2,4,5-trifluorobenzoic acid), N (NH3). Yields the product FC1=C(C=C(C(=C1)F)F)C1=NC(=NO1)C=1C=NC=CC1 (5-(2,4,5-trifluorophenyl)-3-(pyridin-3-yl)-1,2,4-oxadiazole). As a reaction SMILES: [OH:1][N:2]=[C:3]([NH2:10])[C:4]1[CH:9]=[CH:8][CH:7]=[N:6][CH:5]=1.[F:11][C:12]1[CH:20]=[C:19]([F:21])[C:18]([F:22])=[CH:17][C:13]=1[C:14](O)=O.N>>[F:11][C:12]1[CH:20]=[C:19]([F:21])[C:18]([F:22])=[CH:17][C:13]=1[C:14]1[O:1][N:2]=[C:3]([C:4]2[CH:5]=[N:6][CH:7]=[CH:8][CH:9]=2)[N:10]=1. Procedure details: The title compound was prepared according to the procedure of Example 8 using N′-hydroxynicotinimidamide (Aldrich) and 2,4,5-trifluorobenzoic acid (Aldrich). 1H NMR (300 MHz, CD3OD) δ 7.55 (td, J=10.3, 6.4 Hz, 1 H), 7.64 (ddd, J=8.1, 5.0, 0.8 Hz, 1 H), 8.23 (ddd, J=10.3, 8.6, 6.4 Hz, 1 H), 8.56 (dt, J=8.1, 1.9 Hz, 1 H), 8.75 (dd, J=5.1, 1.7 Hz, 1 H), 9.29 (d, J=1.4 Hz, 1 H) ppm; MS (DCI/NH3) m/z 278 (M+H)+. Reactants: C(C)(=O)[O-].[Na+] (Sodium acetate), FC(OC1=CC=C(C=C1)N1N=C(N=C1)C=1C=C(C=CC1)CCCN)(F)F (3-(3-(1-(4-(trifluoromethoxy)phenyl)-1H-1,2,4-triazol-3-yl)phenyl)propan-1-amine), C(C)C1=C(C=CC=C1)NC(=S)N (1-(2-ethylphenyl)thiourea). The product is C(C)C1=C(C=CC=C1)NC(=S)NC(=O)NCCCC1=CC(=CC=C1)C1=NN(C=N1)C1=CC=C(C=C1)OC(F)(F)F (1-[(2-ethylphenyl)carbamothioyl]-3-[3-[3-[1-[4-(trifluoromethoxy)phenyl]-1H-1,2,4-triazol-3-yl]phenyl]propyl]urea), solid. Yield: 55.0%. As a reaction SMILES: [F:1][C:2]([F:26])([F:25])[O:3][C:4]1[CH:9]=[CH:8][C:7]([N:10]2[CH:14]=[N:13][C:12]([C:15]3[CH:16]=[C:17]([CH2:21][CH2:22][CH2:23][NH2:24])[CH:18]=[CH:19][CH:20]=3)=[N:11]2)=[CH:6][CH:5]=1.[CH2:27]([C:29]1[CH:34]=[CH:33][CH:32]=[CH:31][C:30]=1[NH:35][C:36]([NH2:38])=[S:37])[CH3:28].[C:39]([O-])(=[O:41])C.[Na+]>>[CH2:27]([C:29]1[CH:34]=[CH:33][CH:32]=[CH:31][C:30]=1[NH:35][C:36]([NH:38][C:39]([NH:24][CH2:23][CH2:22][CH2:21][C:17]1[CH:18]=[CH:19][CH:20]=[C:15]([C:12]2[N:13]=[CH:14][N:10]([C:7]3[CH:6]=[CH:5][C:4]([O:3][C:2]([F:1])([F:25])[F:26])=[CH:9][CH:8]=3)[N:11]=2)[CH:16]=1)=[O:41])=[S:37])[CH3:28] |f:2.3|. Procedure: The title compound was prepared as described in Example 63 using 3-(3-(1-(4-(trifluoromethoxy)phenyl)-1H-1,2,4-triazol-3-yl)phenyl)propan-1-amine (CA18) and 1-(2-ethylphenyl)thiourea. Sodium acetate was used in place of sodium bicarbonate. The title compound was isolated as a white solid (0.175 g, 55%): 1H NMR (400 MHz, DMSO-d6) δ 12.04 (s, 1H), 10.07 (s, 1H), 9.40 (s, 1H), 8.13-8.04 (m, 2H), 8.02-7.93 (m, 2H), 7.65-7.59 (m, 2H), 7.55 (dt, J=6.5, 3.7 Hz, 1H), 7.46 (t, J=7.6 Hz, 1H), 7.36 (dt, J=... Reaction SMILES: [CH3:1][O:2][C:3]1[CH:4]=[C:5]([CH:18]=[CH:19][CH:20]=[CH:21][C:22]([N:24]2[CH2:29][CH2:28][N:27]([CH2:30][CH2:31][O:32][C:33]([C:42]3[CH:47]=[CH:46][CH:45]=[CH:44][CH:43]=3)([C:35]3[CH:40]=[CH:39][C:38]([Cl:41])=[CH:37][CH:36]=3)[CH3:34])[CH2:26][CH2:25]2)=[O:23])[CH:6]=[C:7]([O:16][CH3:17])[C:8]=1[O:9]COCCOC.O.C1(C)C=CC(S(O)(=O)=O)=CC=1.O.C(=O)([O-])[O-].[Na+].[Na+]>CO>[CH3:17][O:16][C:7]1[CH:6]=[C:5]([CH:18]=[CH:19][CH:20]=[CH:21][C:22]([N:24]2[CH2:25][CH2:26][N:27]([CH2:30][CH2:31][O:32][C:33]([C:42]3[CH:47]=[CH:46][CH:45]=[CH:44][CH:43]=3)([C:35]3[CH:36]=[CH:37][C:38]([Cl:41])=[CH:39][CH:40]=3)[CH3:34])[CH2:28][CH2:29]2)=[O:23])[CH:4]=[C:3]([O:2][CH3:1])[C:8]=1[OH:9] |f:1.2,4.5.6|. The product is COC=1C=C(C=C(C1O)OC)C=CC=CC(=O)N1CCN(CC1)CCOC(C)(C1=CC=C(C=C1)Cl)C1=CC=CC=C1 (N-[5-(3,5-dimethoxy-4-hydroxyphenyl]-2,4-pentadienoyl]-N'-[2-[1-phenyl-1-(p-chlorophenyl)ethoxy]ethyl]piperazine). Reactants: COC=1C=C(C=C(C1OCOCCOC)OC)C=CC=CC(=O)N1CCN(CC1)CCOC(C)(C1=CC=C(C=C1)Cl)C1=CC=CC=C1 (N-[5-[3,5-dimethoxy-4-(β-methoxyethoxymethoxy)phenyl]-2,4-pentadienoyl]-N'-[2-[1-phenyl-1-(p-chlorophenyl)ethoxy]ethyl]piperazine), 181, O.C1(=CC=C(C=C1)S(=O)(=O)O)C (p-toluenesulfonic acid monohydrate), O (Water), C([O-])([O-])=O.[Na+].[Na+] (sodium carbonate). Procedure details: To a solution of 618 mg (0.929 mmol) of the amide compound in methanol (10 ml) was added 181 (0.952 mmol) of p-toluenesulfonic acid monohydrate, and the mixture was refluxed for 15 hours. Water was added to the reaction mixture, which was adjusted to a pH value of 11 by the addition of an aqueous solution of sodium carbonate, and then extracted with chloroform. The organic layer was washed with water and concentrated by evaporation under reduced pressure. The residue was sujected to silica gel c... Yield: 82.5%. Solvent: CO (methanol). The reactants are O=C([O-])[O-], CCCCCCCNC(=O)N(C)c1cccc(-c2ccc(CCC(=O)OC)cc2O)c1, CCC(C)=O, ClCCCI, [K+], [K+]. Reaction SMILES: [C:37](=[O:38])([O-:39])[O-:40].[CH2:1]([CH2:2][CH2:3][CH2:4][CH2:5][CH2:6][CH3:7])[NH:8][C:9]([N:10]([CH3:11])[c:12]1[cH:13][c:14](-[c:18]2[c:19]([OH:30])[cH:20][c:21]([CH2:24][CH2:25][C:26](=[O:27])[O:28][CH3:29])[cH:22][cH:23]2)[cH:15][cH:16][cH:17]1)=[O:31].[CH2:43]([C:44]([CH3:45])=[O:46])[CH3:47].[Cl:32][CH2:33][CH2:34][CH2:35][I:36].[K+:41].[K+:42]>>[CH2:1]([CH2:2][CH2:3][CH2:4][CH2:5][CH2:6][CH3:7])[NH:8][C:9]([N:10]([CH3:11])[c:12]1[cH:13][c:14](-[c:18]2[c:19]([O:30][CH2:35][CH2:34][CH2:33][Cl:32])[cH:20][c:21]([CH2:24][CH2:25][C:26](=[O:27])[O:28][CH3:29])[cH:22][cH:23]2)[cH:15][cH:16][cH:17]1)=[O:31]. Product: CCCCCCCNC(=O)N(C)c1cccc(-c2ccc(CCC(=O)OC)cc2OCCCCl)c1. The reactants are OC1OC(C2=C(C(=CC(=C12)O)OC)C)=O ((RS)-3,4-dihydroxy-6-methoxy-7-methyl-1,3-dihydro-isobenzofuran-1-one), CN(C(=N)N(C)C)C (1,1,3,3-tetramethylguanidine), C(C=C)Br (allyl bromide). Solvent: CN(C=O)C (N,N-dimethylformamide). Reaction conditions: time 30 minute. The product is C(C=C)OC(C1=C(C(=CC(=C1C)OC)O)C=O)=O (2-formyl-3-hydroxy-5-methoxy-6-methylbenzoic acid allyl ester). Yield: 74.6%. Reaction SMILES: [OH:1][CH:2]1[C:10]2[C:5](=[C:6]([CH3:14])[C:7]([O:12][CH3:13])=[CH:8][C:9]=2[OH:11])[C:4](=[O:15])[O:3]1.CN(C)C(N(C)C)=N.[CH2:24](Br)[CH:25]=[CH2:26]>CN(C)C=O>[CH2:26]([O:3][C:4](=[O:15])[C:5]1[C:6]([CH3:14])=[C:7]([O:12][CH3:13])[CH:8]=[C:9]([OH:11])[C:10]=1[CH:2]=[O:1])[CH:25]=[CH2:24]. Procedure: To a solution of 42.0 g of (RS)-3,4-dihydroxy-6-methoxy-7-methyl-1,3-dihydro-isobenzofuran-1-one in 11 of N,N-dimethylformamide were added 23.0 g of 1,1,3,3-tetramethylguanidine. The solution was stirred for 30 min and then, 48.4 g of allyl bromide were added and stirring was continued for 3 h. The mixture was evaporated in vacuo and the residue was dissolved in 0.7 l of ethyl acetate. The solution was washed with brine, dried over sodium sulfate, and the solvent was evaporated in vacuo. The sol... Starting materials: Cl.Cl.C1(CCCCC1)C=1N=NC(=CC1C1=CC=C(C=C1)OC1CCCCC1)OC1CCNCC1 (3-cyclohexyl-4-(4-cyclohexyloxy-phenyl)-6-(piperidin-4-yloxy)-pyridazine dihydrochloride), Cl (HCl), C(C)OCC (diethyl ether). Solvent: C(Cl)Cl (DCM). Yields the product Cl.Cl.C1(CCCCC1)C=1N=NC(=CC1C1=CC=C(C=C1)OC1CCCCC1)OC1CCN(CC1)C (3-cyclohexyl-4-(4-cyclohexyloxy-phenyl)-6-(1-methyl-piperidin-4-yloxy)-pyridazine dihydrochloride). Reaction SMILES: [ClH:1].Cl.[CH:3]1([C:9]2[N:10]=[N:11][C:12]([O:28][CH:29]3[CH2:34][CH2:33][NH:32][CH2:31][CH2:30]3)=[CH:13][C:14]=2[C:15]2[CH:20]=[CH:19][C:18]([O:21][CH:22]3[CH2:27][CH2:26][CH2:25][CH2:24][CH2:23]3)=[CH:17][CH:16]=2)[CH2:8][CH2:7][CH2:6][CH2:5][CH2:4]1.Cl.[CH2:36](OCC)C>C(Cl)Cl>[ClH:1].[ClH:1].[CH:3]1([C:9]2[N:10]=[N:11][C:12]([O:28][CH:29]3[CH2:30][CH2:31][N:32]([CH3:36])[CH2:33][CH2:34]3)=[CH:13][C:14]=2[C:15]2[CH:20]=[CH:19][C:18]([O:21][CH:22]3[CH2:27][CH2:26][CH2:25][CH2:24][CH2:23]3)=[CH:17][CH:16]=2)[CH2:4][CH2:5][CH2:6][CH2:7][CH2:8]1 |f:0.1.2,6.7.8|. Procedure details: To a solution of 3-cyclohexyl-4-(4-cyclohexyloxy-phenyl)-6-(piperidin-4-yloxy)-pyridazine dihydrochloride (0.079 mmol, 0.04 g) and aqueous formaldehyde (37%, 0.39 mmol, 0.035 mL) in dry DCM (1 mL) was added macroporous resin-bound triacetoxyborohydride (loading 2.36 mmol/gram, 0.47 mmol, 0.20 g). The mixture was shaken for 2 hours. The reaction was placed directly onto a 4 g SiO2 cartridge and the column was eluted with 4-6% (2N NH3 in MeOH) in DCM to give 3-cyclohexyl-4-(4-cyclohexyloxy-phenyl)... Reactants: CCOP(=O)(CC#N)OCC (diethyl cyanomethyl phosphonate), [H-].[Na+] (sodium hydride), ClC=1C=C(C=CC1Cl)C1CC(CC2=CC=CC=C12)=O (4-(3,4-dichlorophenyl)-3,4-dihydronaphthalen-2(1H)-one). Run in C1CCOC1 (THF), C1CCOC1 (THF). Reaction conditions: temperature 0 celsius, time 30 minute. The product is ClC=1C=C(C=CC1Cl)C1CC(=CC2=CC=CC=C12)CC#N (2-(-1-(3,4-dichlorophenyl)-1,2-dihydronaphthalen-3-yl)acetonitrile). Isolated yield 77.0%. As a reaction SMILES: CCOP(OCC)([CH2:6][C:7]#[N:8])=O.[H-].[Na+].[Cl:14][C:15]1[CH:16]=[C:17]([CH:22]2[C:31]3[C:26](=[CH:27][CH:28]=[CH:29][CH:30]=3)[CH2:25][C:24](=O)[CH2:23]2)[CH:18]=[CH:19][C:20]=1[Cl:21]>C1COCC1>[Cl:14][C:15]1[CH:16]=[C:17]([CH:22]2[C:31]3[C:26](=[CH:27][CH:28]=[CH:29][CH:30]=3)[CH:25]=[C:24]([CH2:6][C:7]#[N:8])[CH2:23]2)[CH:18]=[CH:19][C:20]=1[Cl:21] |f:1.2|. Procedure: To a stirred solution of diethyl cyanomethyl phosphonate EtO2POCH2CN (0.324 mL, 2 eq) in THF (2 mL) was added sodium hydride (60 mg, 60% in oil) in portions. After 30 minutes, 4-(3,4-dichlorophenyl)-3,4-dihydronaphthalen-2(1H)-one (beta-tetralone) (291 mg, 1 mmol) was added as a solution in THF (3 mL). After the mixture was stirred for two hours at 0° C., the reaction was quenched with ammonium chloride solution, extracted with MTBE, dried over sodium sulfate and evaporated. The residue was sepa...